From a dataset of the Open Reaction Database (ORD), a public repository of structured organic reaction records. describe an organic reaction: reactants, conditions, products, and yield Starting materials: C(CCO)O (1,3-propanediol), [H-].[Na+] (sodium hydride), ClC=1OC2=C(N1)C=CC=C2 (2-chlorobenzoxazole), O (water). Run in CN(C=O)C (dimethylformamide), CN(C=O)C (dimethylformamide). The product is O1C(=NC2=C1C=CC=C2)OCCCO (3-[(2-Benzoxazolyl)oxy]propan-1-ol). As a reaction SMILES: [CH2:1]([OH:5])[CH2:2][CH2:3][OH:4].[H-].[Na+].Cl[C:9]1[O:10][C:11]2[CH:17]=[CH:16][CH:15]=[CH:14][C:12]=2[N:13]=1.O>CN(C)C=O>[O:10]1[C:11]2[CH:17]=[CH:16][CH:15]=[CH:14][C:12]=2[N:13]=[C:9]1[O:4][CH2:3][CH2:2][CH2:1][OH:5] |f:1.2|. Reported procedure: To a stirred solution of 1,3-propanediol (65 g) in dimethylformamide (60 ml) was added sodium hydride (3.0 g, 60% dispersion in oil) portionwise. The mixture was stirred until effervescence had ceased. A solution of 2-chlorobenzoxazole (11.4 g) in dimethylformamide (30 ml) was added dropwise. The reaction mixture was stirred at room temperature overnight. The mixture was added to water (600 ml) and extracted with ethyl acetate (3×300 ml). The combined organic extracts were washed with water (2×3...